Task: describe an organic reaction: reactants, conditions, products, and yield. Dataset: the Open Reaction Database (ORD), a public repository of structured organic reaction records RXN SMILES: [CH3:56][O:57][C:58](=[O:59])[c:60]1[n:61][c:62]2[c:63]([nH:64]1)[cH:65][cH:66][c:67]([NH2:69])[cH:68]2.[CH:32]([N:33]([CH2:34][CH3:35])[CH:36]([CH3:37])[CH3:38])([CH3:39])[CH3:40].[Cl:1][c:2]1[c:3]([F:31])[c:4]([CH:8]2[CH:9]([C:28](=[O:29])[OH:30])[NH:10][CH:11]([CH2:23][C:24]([CH3:25])([CH3:26])[CH3:27])[C:12]2([C:13]#[N:14])[c:15]2[c:16]([F:22])[cH:17][c:18]([Cl:21])[cH:19][cH:20]2)[cH:5][cH:6][cH:7]1.[Cl:70][CH2:71][Cl:72].[c:41]1([P:42]([Cl:43])([c:44]2[cH:45][cH:46][cH:47][cH:48][cH:49]2)=[O:50])[cH:51][cH:52][cH:53][cH:54][cH:55]1>>[Cl:1][c:2]1[c:3]([F:31])[c:4]([CH:8]2[CH:9]([C:28](=[O:29])[NH:69][c:67]3[cH:66][cH:65][c:63]4[c:62]([n:61][c:60]([C:58]([O:57][CH3:56])=[O:59])[nH:64]4)[cH:68]3)[NH:10][CH:11]([CH2:23][C:24]([CH3:25])([CH3:26])[CH3:27])[C:12]2([C:13]#[N:14])[c:15]2[c:16]([F:22])[cH:17][c:18]([Cl:21])[cH:19][cH:20]2)[cH:5][cH:6][cH:7]1. The reactants are COC(=O)c1nc2cc(N)ccc2[nH]1, CCN(C(C)C)C(C)C, CC(C)(C)CC1NC(C(=O)O)C(c2cccc(Cl)c2F)C1(C#N)c1ccc(Cl)cc1F, ClCCl, O=P(Cl)(c1ccccc1)c1ccccc1. Product: COC(=O)c1nc2cc(NC(=O)C3NC(CC(C)(C)C)C(C#N)(c4ccc(Cl)cc4F)C3c3cccc(Cl)c3F)ccc2[nH]1. The reactants are C(C(C)C)(=O)Cl (isobutyryl chloride), N1=CC=CC=C1 (pyridine), C1(=CC=CC=C1)N1C(C(CNC2=C1C=CC=C2)NC(=O)OCC2=CC=CC=C2)=O (1-Phenyl-2-oxo-3-benzyloxycarbonylamino-1,3,4,5-tetrahydro-2H-1,5-benzodiazepine). The reagents and catalysts are CN(C)C1=CC=NC=C1 (4-(N,N-dimethyl)aminopyridine). The solvent is C(Cl)Cl (methylene chloride). The product is C1(=CC=CC=C1)N1C(C(CN(C2=C1C=CC=C2)C(C(C)C)=O)NC(=O)OCC2=CC=CC=C2)=O (1-phenyl-2-oxo-3-benzyloxycarbonylamino-5-isobutyryl-1,3,4,5-tetrahydro-2H-1,5-benzodiazepine). Isolated yield 84.7%. Reaction SMILES: [C:1]1([N:7]2[C:13]3[CH:14]=[CH:15][CH:16]=[CH:17][C:12]=3[NH:11][CH2:10][CH:9]([NH:18][C:19]([O:21][CH2:22][C:23]3[CH:28]=[CH:27][CH:26]=[CH:25][CH:24]=3)=[O:20])[C:8]2=[O:29])[CH:6]=[CH:5][CH:4]=[CH:3][CH:2]=1.[C:30](Cl)(=[O:34])[CH:31]([CH3:33])[CH3:32].N1C=CC=CC=1>C(Cl)Cl.CN(C1C=CN=CC=1)C>[C:1]1([N:7]2[C:13]3[CH:14]=[CH:15][CH:16]=[CH:17][C:12]=3[N:11]([C:30](=[O:34])[CH:31]([CH3:33])[CH3:32])[CH2:10][CH:9]([NH:18][C:19]([O:21][CH2:22][C:23]3[CH:24]=[CH:25][CH:26]=[CH:27][CH:28]=3)=[O:20])[C:8]2=[O:29])[CH:2]=[CH:3][CH:4]=[CH:5][CH:6]=1. Procedure: 1-Phenyl-2-oxo-3-benzyloxycarbonylamino-1,3,4,5-tetrahydro-2H-1,5-benzodiazepine (300 mg) was dissolved in methylene chloride (15 ml), isobutyryl chloride (107 mg), pyridine (79 mg) and 4-(N,N-dimethyl)aminopyridine (1 mg) were added, the mixture was refluxed for 2 hours. The reaction mixture was washed with 1N hydrochloric acid, saturated aqueous sodium bicarbonate and saturated brine, dried over anhydrous sodium sulfate. The residue was purified by silica gel column chromatography (n-hexane:et... The reactants are O (water), N12CC(C(CC1)CC2)=O (3-quinuclidinone), C(C1=CC=CC=C1)=O (benzaldehyde), [OH-].[K+] (KOH). Solvent: CO (MeOH). Product: C(C1=CC=CC=C1)=C1N2CCC(C1=O)CC2 (2-benzylidene-1-azabicyclo[2.2.2]octan-3-one). Yield: 61.9%. As a reaction SMILES: [N:1]12[CH2:8][CH2:7][CH:4]([CH2:5][CH2:6]1)[C:3](=[O:9])[CH2:2]2.[CH:10](=O)[C:11]1[CH:16]=[CH:15][CH:14]=[CH:13][CH:12]=1.[OH-].[K+].O>CO>[CH:10](=[C:2]1[C:3](=[O:9])[CH:4]2[CH2:7][CH2:8][N:1]1[CH2:6][CH2:5]2)[C:11]1[CH:16]=[CH:15][CH:14]=[CH:13][CH:12]=1 |f:2.3|. Procedure: A mixture of 3-quinuclidinone (6.25 g, 50 mmol), benzaldehyde (5.83 g, 55 mmol) and KOH (0.84 g, 15 mmol) in 30 mL MeOH is heated under reflux for 16 h. The reaction is cooled and water is added. The mixture is extracted with CHCl3, dried (MgSO4), filtered and concentrated. The yellow solid is triturated with warm heptane, filtered and dried to provide 6.6 g (62%) of 2-benzylidene-1-azabicyclo[2.2.2]octan-3-one. A suspension of 2-benzylidene-1-azabicyclo[2.2.2]octan-3-one (6.6 g, 31 mmol) in MeO...